This data is from the Open Reaction Database (ORD), a public repository of structured organic reaction records. The task is: describe an organic reaction: reactants, conditions, products, and yield Starting materials: CSC=1S\C(\C(N1)=O)=C/C=1C=C2C=CC=NC2=CC1 (2-methylsulfanyl-5-[1-quinolin-6-yl-meth-(Z)-ylidene]-thiazol-4-one), N1=CC(=CC=C1)CCN (2-pyridin-3-yl-ethylamine), CCN(C(C)C)C(C)C (DIEA). The product is N1=CC(=CC=C1)CCNC=1S\C(\C(N1)=O)=C/C=1C=C2C=CC=NC2=CC1 (2-(2-pyridin-3-yl-ethylamino)-5-[1-quinolin-6-yl-meth-(Z)-ylidene]-thiazol-4-one). As a reaction SMILES: CS[C:3]1[S:4]/[C:5](=[CH:9]\[C:10]2[CH:11]=[C:12]3[C:17](=[CH:18][CH:19]=2)[N:16]=[CH:15][CH:14]=[CH:13]3)/[C:6](=[O:8])[N:7]=1.[N:20]1[CH:25]=[CH:24][CH:23]=[C:22]([CH2:26][CH2:27][NH2:28])[CH:21]=1.CCN(C(C)C)C(C)C>>[N:20]1[CH:25]=[CH:24][CH:23]=[C:22]([CH2:26][CH2:27][NH:28][C:3]2[S:4]/[C:5](=[CH:9]\[C:10]3[CH:11]=[C:12]4[C:17](=[CH:18][CH:19]=3)[N:16]=[CH:15][CH:14]=[CH:13]4)/[C:6](=[O:8])[N:7]=2)[CH:21]=1. Reported procedure: Similar procedure as described in example 1b was used, starting from 2-methylsulfanyl-5-[1-quinolin-6-yl-meth-(Z)-ylidene]-thiazol-4-one, 2-pyridin-3-yl-ethylamine and DIEA to give 2-(2-pyridin-3-yl-ethylamino)-5-[1-quinolin-6-yl-meth-(Z)-ylidene]-thiazol-4-one. LC-MS m/e 361 (MH+). The reactants are COC1=CC2=C(SC(=C2OC(C)C)C(=O)O)C=C1 (5-methoxy-3-(1-methylethoxy)benzo[b]thiophene-2-carboxylic acid), NC=1C=C(C(C(=O)OC)=CC1)O (methyl 4-aminosalicylate). The product is OC1=C(C(=O)OC)C=CC(=C1)NC(=O)C1=C(C2=C(S1)C=CC(=C2)OC)OC(C)C (Methyl 2-hydroxy-4-[[[5-methoxy-3-(1-methylethoxy)benzo[b]thien-2-yl]carbonyl]amino]benzoate). Isolated yield 59.1%. Reaction SMILES: [CH3:1][O:2][C:3]1[CH:18]=[CH:17][C:6]2[S:7][C:8]([C:14]([OH:16])=O)=[C:9]([O:10][CH:11]([CH3:13])[CH3:12])[C:5]=2[CH:4]=1.[NH2:19][C:20]1[CH:21]=[C:22]([OH:30])[C:23](=[CH:28][CH:29]=1)[C:24]([O:26][CH3:27])=[O:25]>>[OH:30][C:22]1[CH:21]=[C:20]([NH:19][C:14]([C:8]2[S:7][C:6]3[CH:17]=[CH:18][C:3]([O:2][CH3:1])=[CH:4][C:5]=3[C:9]=2[O:10][CH:11]([CH3:12])[CH3:13])=[O:16])[CH:29]=[CH:28][C:23]=1[C:24]([O:26][CH3:27])=[O:25]. Reported procedure: Following a procedure analogous to Example 12, 5-methoxy-3-(1-methylethoxy)benzo[b]thiophene-2-carboxylic acid (200 mg, 0.75 mmol) and methyl 4-aminosalicylate (117 mg, 0.70 mmol) [obtained by esterification of 4-aminosalicylic acid, sodium salt (Sigma) with iodomethane] provides 172 mg (59%) of product; mp 158.5°-160° C. The product is C1(=CC=CC=C1)S(=O)(=O)N (benzenesulfonamide). As a reaction SMILES: Cl[C:2]1[CH:7]=[CH:6][C:5]([S:8]([NH:11]C2C=C(Cl)C=CC=2COOC(=O)C)(=[O:10])=[O:9])=[CH:4][CH:3]=1.C1(P(C2C=CC=CC=2)C2C=CC=CC=2)C=CC=CC=1.CC([Si](C)(C)OCC(O)CCC)(C)C.CC(OC(/N=N/C(OC(C)C)=O)=O)C>C1COCC1.O>[C:5]1([S:8]([NH2:11])(=[O:10])=[O:9])[CH:6]=[CH:7][CH:2]=[CH:3][CH:4]=1. Yield: 79.0%. Run at temperature 22 celsius, time 12 hour. Reactants: ClC1=CC=C(C=C1)S(=O)(=O)NC1=C(C=CC(=C1)Cl)COOC(C)=O (4-chloro-N-[5-chloro-2-(acetoxyoxymethyl)phenyl]benzenesulfonamide), C1(=CC=CC=C1)P(C1=CC=CC=C1)C1=CC=CC=C1 (triphenylphosphine), 5S-[, CC(C)(C)[Si](OCC(CCC)O)(C)C ([(1,1-dimethylethyl)dimethylsilyl]oxy-2-pentanol), CC(C)OC(=O)/N=N/C(=O)OC(C)C (diisopropylazodicarboxylate). Procedure details: To a solution of 4-chloro-N-[5-chloro-2-(acetoxyoxymethyl)phenyl]benzenesulfonamide (13.7 g, 36.6 mmol), triphenylphosphine (21.1 g, 80.6 mmol) and 5S-[[(1,1-dimethylethyl)dimethylsilyl]oxy-2-pentanol (16.0 g, 73.3 mmol) in THF (130 mL) was added diisopropylazodicarboxylate (15.9 mL, 80.6 mmol) dropwise at 0° C. under nitrogen. The resulting mixture was allowed to warm to 22° C. with stirring. Stirring was continued for a period of 12 h followed by the addition of 150 ml of H2O. The mixture was ... Solvent: C1CCOC1 (THF), O (H2O). Reactants: O=C1NC(=O)c2ccccc21, COc1c(F)c(F)c([N+](=O)[O-])c(F)c1F, CN(C)C=O, [K]. Product: COc1c(F)c(F)c([N+](=O)[O-])c(N2C(=O)c3ccccc3C2=O)c1F. RXN SMILES: [C:1]1(=[O:11])[c:2]2[c:3]([cH:7][cH:8][cH:9][cH:10]2)[C:4](=[O:6])[NH:5]1.[CH3:13][O:14][c:15]1[c:16]([F:27])[c:17]([F:26])[c:18]([N+:23](=[O:24])[O-:25])[c:19]([F:22])[c:20]1[F:21].[CH3:28][N:29]([CH3:30])[CH:31]=[O:32].[K:12]>>[C:1]1(=[O:11])[c:2]2[c:3]([cH:7][cH:8][cH:9][cH:10]2)[C:4](=[O:6])[N:5]1[c:19]1[c:18]([N+:23](=[O:24])[O-:25])[c:17]([F:26])[c:16]([F:27])[c:15]([O:14][CH3:13])[c:20]1[F:21]. The reactants are O1C(=NC=C1)Cl (Oxazolyl chloride), C(C1=CC=CC=C1)OC1=CC=C(C(=O)O)C=C1 (4-benzyloxybenzoic acid), Cl.COC(CN)=O (glycine methyl ester hydrochloride), C(C)N(C(C)C)C(C)C (N-ethyl-N,N-diisopropylamine). Reagents/catalysts: CN(C)C=O (DMF). The solvent is ClCCl (dichloromethane), ClCCl (dichloromethane), O (water). Reaction conditions: time 2.5 hour. Product: COC(CNC(C1=CC=C(C=C1)OCC1=CC=CC=C1)=O)=O (N-[4-(benzyloxy)benzoyl]glycine methyl ester). As a reaction SMILES: O1C=CN=C1Cl.[CH2:7]([O:14][C:15]1[CH:23]=[CH:22][C:18]([C:19]([OH:21])=O)=[CH:17][CH:16]=1)[C:8]1[CH:13]=[CH:12][CH:11]=[CH:10][CH:9]=1.Cl.[CH3:25][O:26][C:27](=[O:30])[CH2:28][NH2:29].C(N(C(C)C)C(C)C)C>CN(C=O)C.O.ClCCl>[CH3:25][O:26][C:27](=[O:30])[CH2:28][NH:29][C:19](=[O:21])[C:18]1[CH:17]=[CH:16][C:15]([O:14][CH2:7][C:8]2[CH:9]=[CH:10][CH:11]=[CH:12][CH:13]=2)=[CH:23][CH:22]=1 |f:2.3|. Reported procedure: Oxazolyl chloride (4.0 mL, 45.9 mmol) and several drops of DMF were added to a solution of dichloromethane (5 mL) containing 4-benzyloxybenzoic acid (2.29 g, 10.0 mmol) under ice-cooling, and then dichloromethane (2.5 mL) was further added thereto. The mixture was stirred at room temperature for 2.5 hours, and the solvent was evaporated. The resulting residue was dissolved in dichloromethane (20 mL), and glycine methyl ester hydrochloride (1.39 g, 11.1 mmol) and N-ethyl-N,N-diisopropylamine (4.4...